Dataset: the Open Reaction Database (ORD), a public repository of structured organic reaction records. Task: describe an organic reaction: reactants, conditions, products, and yield Starting materials: C1(=CC=CC=C1)P(O)(=O)C1=CC=CC=C1 (diphenylphosphinic acid), [OH-].[Na+] (sodium hydroxide). Reaction SMILES: [C:1]1([P:7]([C:10]2[CH:15]=[CH:14][CH:13]=[CH:12][CH:11]=2)(=[O:9])[OH:8])[CH:6]=[CH:5][CH:4]=[CH:3][CH:2]=1.[OH-].[Na+]>O.[Cl-].C([P+](CCCC)(CCCC)CCCC)CCC>[C:1]1([P:7]([C:10]2[CH:15]=[CH:14][CH:13]=[CH:12][CH:11]=2)(=[O:8])[O-:9])[CH:2]=[CH:3][CH:4]=[CH:5][CH:6]=1.[CH2:6]([P+:7]([CH2:1][CH2:6][CH2:5][CH3:4])([CH2:10][CH2:15][CH2:14][CH3:13])[CH2:15][CH2:10][CH2:11][CH3:12])[CH2:1][CH2:2][CH3:3] |f:1.2,4.5,6.7|. Run in O (water), O (water), O (water). The product is C1(=CC=CC=C1)P([O-])(=O)C1=CC=CC=C1.C(CCC)[P+](CCCC)(CCCC)CCCC (Tetra-n-butylphosphonium Diphenylphosphinate). The reagents and catalysts are [Cl-].C(CCC)[P+](CCCC)(CCCC)CCCC (tetra-n-butylphosphonium chloride). Reported procedure: To a suspension of 43.6 grams of diphenylphosphinic acid in 300 milliliters of distilled water is added a solution of 8.0 grams of sodium hydroxide in 200 milliliters of water and the mixture stirred. The acid dissolves slowly. To the resulting solution is added a solution of 59 grams of tetra-n-butylphosphonium chloride in about 200 milliliters of distilled water. The reaction mixture is stirred for half an hour and is then extracted with two 250-milliliter portions of chloroform. The extract i...